This data is from the Open Reaction Database (ORD), a public repository of structured organic reaction records. The task is: describe an organic reaction: reactants, conditions, products, and yield Reaction SMILES: [C:1]([NH:5][C:6]1[CH:11]=[C:10]([Cl:12])[N:9]=[CH:8][C:7]=1[CH2:13][OH:14])([CH3:4])([CH3:3])[CH3:2]>C(Cl)Cl.O=[Mn]=O>[C:1]([NH:5][C:6]1[C:7]([CH:13]=[O:14])=[CH:8][N:9]=[C:10]([Cl:12])[CH:11]=1)([CH3:4])([CH3:2])[CH3:3]. Reaction conditions: time 10 hour. The reagents and catalysts are O=[Mn]=O (MnO2). Yields the product C(C)(C)(C)NC1=CC(=NC=C1C=O)Cl (4-(tert-butylamino)-6-chloronicotinaldehyde). Run in C(Cl)Cl (CH2Cl2). Reactants: C(C)(C)(C)NC1=C(C=NC(=C1)Cl)CO ((4-tert-butylamino-6-chloro-pyridin-3-yl)-methanol). Procedure: A mixture of (4-tert-butylamino-6-chloro-pyridin-3-yl)-methanol (5.0 g, 23.4 mmol) and MnO2 (14.3 g, 163.6 mmol) in anhydrous CH2Cl2 (100 mL) was stirred at RT for 10 h. The reaction was filtered and the filtrate was concentrated to give 4-(tert-butylamino)-6-chloronicotinaldehyde (4.0 g, 87.0% yield), which was used in the next step without further purification. 1H NMR (400 MHz, DMSO-d6): δ 9.83 (s, 1 H), 8.90 (s, 1 H), 8.44 (s, 1 H), 6.86 (s, 1 H), 1.40 (s, 9 H). Isolated yield 80.4%.